From a dataset of the Open Reaction Database (ORD), a public repository of structured organic reaction records. describe an organic reaction: reactants, conditions, products, and yield Reactants: COC1=C(C(=C(C(=C1)C)C=CC(=CC=CC(=CC(=O)Cl)C)C)C)C (9-(4-methoxy-2,3,6-trimethyl-phenyl)-3,7-dimethyl-nona-2,4,6,8-tetraen-1-oic acid chloride), C(CCC)[NH-] (butyl amide). Yields the product C(CCC)NC(C=C(C=CC=C(C=CC1=C(C(=C(C=C1C)OC)C)C)C)C)=O (9-(4-methoxy-2,3,6-trimethyl-phenyl)-3,7-dimethyl-nona-2,4,6,8-tetraen-1-oic acid butyl amide). As a reaction SMILES: [CH3:1][O:2][C:3]1[CH:8]=[C:7]([CH3:9])[C:6]([CH:10]=[CH:11][C:12]([CH3:22])=[CH:13][CH:14]=[CH:15][C:16]([CH3:21])=[CH:17][C:18](Cl)=[O:19])=[C:5]([CH3:23])[C:4]=1[CH3:24].[CH2:25]([NH-:29])[CH2:26][CH2:27][CH3:28]>>[CH2:25]([NH:29][C:18](=[O:19])[CH:17]=[C:16]([CH3:21])[CH:15]=[CH:14][CH:13]=[C:12]([CH3:22])[CH:11]=[CH:10][C:6]1[C:7]([CH3:9])=[CH:8][C:3]([O:2][CH3:1])=[C:4]([CH3:24])[C:5]=1[CH3:23])[CH2:26][CH2:27][CH3:28]. Procedure details: 9-(4-methoxy-2,3,6-trimethyl-phenyl)-3,7-dimethyl-nona-2,4,6,8-tetraen-1-oic acid chloride is reacted with butyl amide to produce 9-(4-methoxy-2,3,6-trimethyl-phenyl)-3,7-dimethyl-nona-2,4,6,8-tetraen-1-oic acid butyl amide, m.p. 178° C.; and Reactants: Clc1nc2ccccc2o1, Cc1cc(CC(=O)OC(C)(C)C)ccc1N, Cc1ccccc1C. Product: Cc1cc(CC(=O)OC(C)(C)C)ccc1Nc1nc2ccccc2o1. Reaction SMILES: [Cl:1][c:2]1[o:3][c:4]2[c:5]([n:6]1)[cH:7][cH:8][cH:9][cH:10]2.[NH2:11][c:12]1[c:13]([CH3:26])[cH:14][c:15]([CH2:18][C:19](=[O:20])[O:21][C:22]([CH3:23])([CH3:24])[CH3:25])[cH:16][cH:17]1.[c:27]1([CH3:28])[c:29]([CH3:30])[cH:31][cH:32][cH:33][cH:34]1>>[c:2]1([NH:11][c:12]2[c:13]([CH3:26])[cH:14][c:15]([CH2:18][C:19](=[O:20])[O:21][C:22]([CH3:23])([CH3:24])[CH3:25])[cH:16][cH:17]2)[o:3][c:4]2[c:5]([n:6]1)[cH:7][cH:8][cH:9][cH:10]2. Reactants: CC(C)=C (isobutylene), OS(=O)(=O)O (H2SO4), Cl.C(C)(C)(C)C=1C=C(C[C@H](N)C(=O)O)C=CC1 (3-tert-butyl-L-phenylalanine-HCl), amine, Cl (HCl). Solvent: O1CCOCC1 (1,4-dioxane). Product: C(C)(C)(C)C=1C=C(C[C@H](N)C(=O)OC(C)(C)C)C=CC1 (tert-butyl 3-tert-butyl-L-phenylalaninate). Yield: 87.0%. RXN SMILES: Cl.[C:2]([C:6]1[CH:7]=[C:8]([CH:15]=[CH:16][CH:17]=1)[CH2:9][C@@H:10]([C:12]([OH:14])=[O:13])[NH2:11])([CH3:5])([CH3:4])[CH3:3].[CH3:18][C:19](=[CH2:21])[CH3:20].OS(O)(=O)=O.Cl>O1CCOCC1>[C:2]([C:6]1[CH:7]=[C:8]([CH:15]=[CH:16][CH:17]=1)[CH2:9][C@@H:10]([C:12]([O:14][C:19]([CH3:21])([CH3:20])[CH3:18])=[O:13])[NH2:11])([CH3:5])([CH3:3])[CH3:4] |f:0.1|. Procedure details: According to example 54, 0.50 g of 3-tert-butyl-L-phenylalanine-HCl was treated with 30 mL of isobutylene in 25 mL of 1,4-dioxane in the presence of 0.4 mL of conc. H2SO4. Work-up in the usual manner followed by acidification of the free amine with ethereal HCl afforded 0.53 g (87%) of tert-butyl 3-tert-butyl-L-phenylalaninate.HCl as a light yellow foam.